The task is: describe an organic reaction: reactants, conditions, products, and yield. This data is from the Open Reaction Database (ORD), a public repository of structured organic reaction records. As a reaction SMILES: [Cl:1][S:2]([OH:5])(=O)=[O:3].[F:6][C:7]([F:27])([F:26])[C:8]([C:14]1[CH:19]=[CH:18][C:17]([CH2:20][CH2:21][C:22]([O:24][CH3:25])=[O:23])=[CH:16][CH:15]=1)([OH:13])[C:9]([F:12])([F:11])[F:10]>>[Cl:1][S:2]([C:18]1[CH:19]=[C:14]([C:8]([OH:13])([C:9]([F:12])([F:11])[F:10])[C:7]([F:6])([F:26])[F:27])[CH:15]=[CH:16][C:17]=1[CH2:20][CH2:21][C:22]([O:24][CH3:25])=[O:23])(=[O:5])=[O:3]. Product: ClS(=O)(=O)C1=C(C=CC(=C1)C(C(F)(F)F)(C(F)(F)F)O)CCC(=O)OC (2-chlorosulfonyl-4-[2,2,2-trifluoro-1-hydroxy-1-(trifluoromethyl)ethyl]benzenepropanoic acid, methyl ester). The reactants are ClS(=O)(=O)O (chlorosulfonic acid), FC(C(C(F)(F)F)(O)C1=CC=C(C=C1)CCC(=O)OC)(F)F (methyl 4-[2,2,2-trifluoro-1-hydroxy-1-(trifluoromethyl)ethyl]benzenepropanoate). Procedure: To excess chlorosulfonic acid cooled with an ice-acetone bath can be added methyl 4-[2,2,2-trifluoro-1-hydroxy-1-(trifluoromethyl)ethyl]benzenepropanoate with stirring. The solution should be stirred for several hours. Addition of the reaction mixture to ice and isolation of the product will give 2-chlorosulfonyl-4-[2,2,2-trifluoro-1-hydroxy-1-(trifluoromethyl)ethyl]benzenepropanoic acid, methyl ester. Reduction of 2-chlorosulfonyl-4-[2,2,2-trifluoro-1-hydroxy-1-(trifluoromethyl)ethyl]benzenepro... Product: CC(C)(C)OC(=O)N1CCCC1c1ccc(Cl)cc1. Isolated yield 77.0%. Solvent: CN(C)C=O (DMF). Reagents/catalysts: [Cs+].[Cs+].[O-]C([O-])=O (CsCO3), CC(C)(C)C1=CC(=NC=C1)C2=NC=CC(=C2)C(C)(C)C (4,4-di-tert-butyl-2,2-bipyridyl), COCCOC.Cl[Ni]Cl (NiCl2-glyme), CC(C)(C)C1=CC2=N(->[Ir+]34(<-N5=CC(C(F)(F)F)=CC=C5C5=C(F)C=C(F)C=C53)(<-N3=CC(C(F)(F)F)=CC=C3C3=C(F)C=C(F)C=C34)<-N3=C2C=C(C(C)(C)C)C=C3)C=C1.F[P-](F)(F)(F)(F)F (Ir[dF(CF3)ppy]2(dtbbpy)PF6). Reaction conditions: temperature 23 celsius, time 72 hour. The reactants are CC(C)(C)OC(=O)N1CCCC1C(=O)O (Boc-Pro-OH), [Cl]c1ccc(I)cc1 (1-iodo,4-chlorobenzene). Procedure: Prior to irradiation, the reaction mixture was degassed by bubbling argon for 20 minutes Run in O (water). Procedure details: To a solution of 7β-[2-(2-thienyl)acetamido]-3-[4-(2-carboxyethyl)thiazol-2-yl]thio-3-cephem-4-carboxylic acid (100 mg) in water (50 ml) was added 0.1 mol/l-sodium hydroxide solution (3.9 ml). The solution was lyophilized to give disodium 7β-[2-(2-thienyl)acetamido]-3-[4-(2-carboxyethyl)thiazol-2-yl]thio-3-cephem-4-carboxylate (108.3 mg). Starting materials: S1C(=CC=C1)CC(=O)N[C@H]1[C@@H]2N(C(=C(CS2)C=2SC=C(N2)CCC(=O)O)C(=S)O)C1=O (7β-[2-(2-thienyl)acetamido]-3-[4-(2-carboxyethyl)thiazol-2-yl]thio-3-cephem-4-carboxylic acid), [OH-].[Na+] (sodium hydroxide). Yields the product S1C(=CC=C1)CC(=O)N[C@H]1[C@@H]2N(C(=C(CS2)C=2SC=C(N2)CCC(=O)O)C(=S)[O-])C1=O.[Na+].[Na+].S1C(=CC=C1)CC(=O)N[C@H]1[C@@H]2N(C(=C(CS2)C=2SC=C(N2)CCC(=O)O)C(=S)[O-])C1=O (disodium 7β-[2-(2-thienyl)acetamido]-3-[4-(2-carboxyethyl)thiazol-2-yl]thio-3-cephem-4-carboxylate). Reaction SMILES: [S:1]1[CH:5]=[CH:4][CH:3]=[C:2]1[CH2:6][C:7]([NH:9][C@@H:10]1[C:30](=[O:31])[N:12]2[C:13]([C:27]([OH:29])=[S:28])=[C:14]([C:17]3[S:18][CH:19]=[C:20]([CH2:22][CH2:23][C:24]([OH:26])=[O:25])[N:21]=3)[CH2:15][S:16][C@H:11]12)=[O:8].[OH-].[Na+:33]>O>[S:1]1[CH:5]=[CH:4][CH:3]=[C:2]1[CH2:6][C:7]([NH:9][C@@H:10]1[C:30](=[O:31])[N:12]2[C:13]([C:27]([O-:29])=[S:28])=[C:14]([C:17]3[S:18][CH:19]=[C:20]([CH2:22][CH2:23][C:24]([OH:26])=[O:25])[N:21]=3)[CH2:15][S:16][C@H:11]12)=[O:8].[Na+:33].[Na+:33].[S:1]1[CH:5]=[CH:4][CH:3]=[C:2]1[CH2:6][C:7]([NH:9][C@@H:10]1[C:30](=[O:31])[N:12]2[C:13]([C:27]([O-:29])=[S:28])=[C:14]([C:17]3[S:18][CH:19]=[C:20]([CH2:22][CH2:23][C:24]([OH:26])=[O:25])[N:21]=3)[CH2:15][S:16][C@H:11]12)=[O:8] |f:1.2,4.5.6.7|. The reactants are CC=1C=CC=2N(C1)C(=C(N2)C2=CC=C(C=C2)C)CC=O ((6-methyl-2-p-tolyl-imidazo[1,2-a]pyridin-3-yl)-acetaldehyde), BrC=1C(=NN(C1C)C)C (4-bromo-1,3,5-trimethyl-1H-pyrazole). Yields the product CC=1C=CC=2N(C1)C(=C(N2)C2=CC=C(C=C2)C)CC(=O)C=2C(=NN(C2C)C)C (2-(6-Methyl-2-p-tolyl-imidazo[1,2-a]pyridin-3-yl)-1-(1,3,5-trimethyl-1H-pyrazol-4-yl)-ethanone). RXN SMILES: [CH3:1][C:2]1[CH:3]=[CH:4][C:5]2[N:6]([C:8]([CH2:18][CH:19]=[O:20])=[C:9]([C:11]3[CH:16]=[CH:15][C:14]([CH3:17])=[CH:13][CH:12]=3)[N:10]=2)[CH:7]=1.Br[C:22]1[C:23]([CH3:29])=[N:24][N:25]([CH3:28])[C:26]=1[CH3:27]>>[CH3:1][C:2]1[CH:3]=[CH:4][C:5]2[N:6]([C:8]([CH2:18][C:19]([C:22]3[C:23]([CH3:29])=[N:24][N:25]([CH3:28])[C:26]=3[CH3:27])=[O:20])=[C:9]([C:11]3[CH:16]=[CH:15][C:14]([CH3:17])=[CH:13][CH:12]=3)[N:10]=2)[CH:7]=1. Procedure: Prepared from (6-methyl-2-p-tolyl-imidazo[1,2-a]pyridine-3-yl)-acetaldehyde 6b and 4-bromo-1,3,5-trimethyl-1H-pyrazole using the procedure of Method B described above. 1H NMR (400 MHz, CDCl3) δ 2.33 (s, 3H), 2.38 (s, 3H), 2.52 (s, 3H), 2.53 (s, 3H), 3.78 (s, 3H), 4.43 (s, 2H), 7.04 (d, J=8.8 Hz, 1H), 7.22 (m, 3H), 7.57 (m, 3H). Mass spectrum (m/e) 373 (M+). The reactants are NC1=NN(C=C1)C1=CC=CC=C1 (3-amino-1-phenyl-pyrazole), ClCC(CC(=O)OCC)=O (ethyl 4-chloro-acetoacetate). The solvent is polyphosphoric acid, ice water, [OH-].[Na+] (NaOH). Run at temperature 100 celsius, time 30 minute. Product: ClCC=1N=C2N(C(C1)=O)N(C=C2)C2=CC=CC=C2 (5-chloromethyl-1-phenyl-1H,7H-pyrazolo[1,5-a]pyrimidine-7-one). As a reaction SMILES: [NH2:1][C:2]1[CH:6]=[CH:5][N:4]([C:7]2[CH:12]=[CH:11][CH:10]=[CH:9][CH:8]=2)[N:3]=1.[Cl:13][CH2:14][C:15](=O)[CH2:16][C:17](OCC)=[O:18]>[OH-].[Na+]>[Cl:13][CH2:14][C:15]1[N:1]=[C:2]2[CH:6]=[CH:5][N:4]([C:7]3[CH:12]=[CH:11][CH:10]=[CH:9][CH:8]=3)[N:3]2[C:17](=[O:18])[CH:16]=1 |f:2.3|. Procedure: 3-amino-1-phenyl-pyrazole (4 g) was reacted with ethyl 4-chloro-acetoacetate (4.1 g) in polyphosphoric acid (19.8 g; 10.6 g of H3PO4 and 9.2 g of P2O5) under stirring at 100° C. for 30 minutes: after cooling the reaction mixture was diluted with ice water and neutralized with 35% NaOH. The precipitate was filtered and washed with water to give 5-chloromethyl-1-phenyl-1H,7H-pyrazolo[1,5-a]pyrimidine-7-one, m.p. 194°-196° C. (5.9 g), which was reacted with triphenylphosphine (6.75 g) in acetonitri... Starting materials: Cl (Hydrochloric acid), C(C)(=O)O[C@H]1C[C@@H]2CC[C@H]3[C@@H]4CC[C@H](C(C)=O)[C@]4(C[C@H]4[C@]3([C@]2(CC1)C)O4)C (3α-Acetoxy-9β,11β-epoxy-5α-pregnan-20-one), C([O-])(O)=O.[Na+] (sodium bicarbonate). Run in CCOCC (ether). Reaction conditions: time 4 minute. The product is C(C)(=O)O[C@H]1C[C@@H]2CC[C@H]3[C@@H]4CC[C@H](C(C)=O)[C@]4(C[C@@H]([C@@]3([C@]2(CC1)C)Cl)O)C (3α-Acetoxy-9α-chloro-11β-hydroxy-5α -pregnan-20-one). As a reaction SMILES: [C:1]([O:4][C@@H:5]1[CH2:24][CH2:23][C@@:22]2([CH3:25])[C@@H:7]([CH2:8][CH2:9][C@@H:10]3[C@@:21]42[O:26][C@H:20]4[CH2:19][C@@:18]2([CH3:27])[C@H:11]3[CH2:12][CH2:13][C@@H:14]2[C:15](=[O:17])[CH3:16])[CH2:6]1)(=[O:3])[CH3:2].[ClH:28].C(=O)(O)[O-].[Na+]>CCOCC>[C:1]([O:4][C@@H:5]1[CH2:24][CH2:23][C@@:22]2([CH3:25])[C@@H:7]([CH2:8][CH2:9][C@@H:10]3[C@:21]2([Cl:28])[C@@H:20]([OH:26])[CH2:19][C@@:18]2([CH3:27])[C@H:11]3[CH2:12][CH2:13][C@@H:14]2[C:15](=[O:17])[CH3:16])[CH2:6]1)(=[O:3])[CH3:2] |f:2.3|. Reported procedure: 3α-Acetoxy-9β,11β-epoxy-5α-pregnan-20-one (500 mg.) was dissolved in ether and the ether evaporated to leave a gummy residue. Hydrochloric acid (11.6N; 5ml.) was added and the reaction stirred for 4 min., it was then poured into aqueous sodium bicarbonate solution and the solid filtered off, washed with water and dried. Crystallisation from methyl acetate-petrol gave the title compound (250 mg.), m.p. 175°-179°. Recrystallisation from aqueous acetone gave a sample m.p. 177°-179°, [α]D + 97°. The reactants are C1(=CC=CC=C1)P(C1=C(C2=CC=CC=C2C=C1)C1=C(C=CC2=CC=CC=C12)P(C1=CC=CC=C1)C1=CC=CC=C1)C1=CC=CC=C1 (2,2′-Bis(diphenylphosphino)-1,1′-binaphthyl), C([O-])([O-])=O.[Cs+].[Cs+] (cesium carbonate), BrC1=CC=NC=C1 (4-bromo pyridine), C(C)N1N=CC2=C1N=CC(=C2N)C2=NOC1(CCC1)C2 (1-ethyl-5-(5-oxa-6-azaspiro[3.4]oct-6-en-7-yl)-1H-pyrazolo[3,4-b]pyridin-4-amine). Reagents/catalysts: C(C)(=O)[O-].[Pd+2].C(C)(=O)[O-] (palladium acetate). Run in O1CCOCC1 (dioxane). The product is C(C)N1N=CC2=C1N=CC(=C2NC2=CC=NC=C2)C2=NOC1(CCC1)C2 (1-ethyl-5-(5-oxa-6-azaspiro[3.4]oct-6-en-7-yl)-N-pyridin-4-yl-1H-pyrazolo[3,4-b]pyridin-4-amine). As a reaction SMILES: C1(P(C2C=CC=CC=2)C2C=CC3C(=CC=CC=3)C=2C2C3C(=CC=CC=3)C=CC=2P(C2C=CC=CC=2)C2C=CC=CC=2)C=CC=CC=1.C(=O)([O-])[O-].[Cs+].[Cs+].Br[C:54]1[CH:59]=[CH:58][N:57]=[CH:56][CH:55]=1.[CH2:60]([N:62]1[C:66]2[N:67]=[CH:68][C:69]([C:72]3[CH2:79][C:75]4([CH2:78][CH2:77][CH2:76]4)[O:74][N:73]=3)=[C:70]([NH2:71])[C:65]=2[CH:64]=[N:63]1)[CH3:61]>O1CCOCC1.C([O-])(=O)C.[Pd+2].C([O-])(=O)C>[CH2:60]([N:62]1[C:66]2[N:67]=[CH:68][C:69]([C:72]3[CH2:79][C:75]4([CH2:76][CH2:77][CH2:78]4)[O:74][N:73]=3)=[C:70]([NH:71][C:54]3[CH:59]=[CH:58][N:57]=[CH:56][CH:55]=3)[C:65]=2[CH:64]=[N:63]1)[CH3:61] |f:1.2.3,7.8.9|. Procedure: 2,2′-Bis(diphenylphosphino)-1,1′-binaphthyl (0.3 equivalent), palladium acetate (0.09 equivalent) and cesium carbonate (1.5 equivalent) is added to 4-bromo pyridine (1 equivalent) in anhydrous dioxane under inert atmosphere. 1-Ethyl-5-(5-oxa-6-azaspiro[3.4]oct-6-en-7-yl)-1H-pyrazolo[3,4-b]pyridin-4-amine (1.3 equivalent) (example 36) is added and the reaction mixture is stirred at reflux for about 10-12 hours. It is cooled to room temperature and filtered through celite. The reaction mixture is ...